describe an organic reaction: reactants, conditions, products, and yield From a dataset of the Open Reaction Database (ORD), a public repository of structured organic reaction records. The reactants are ClCCl, Cn1nnc(N(Cc2cc(C(F)(F)F)cc(C(F)(F)F)c2)Cc2cc(C(F)(F)F)ccc2C(O)C2CCCC2)n1, [Na+], [OH-]. Yields the product Cn1nnc(N(Cc2cc(C(F)(F)F)cc(C(F)(F)F)c2)Cc2cc(C(F)(F)F)ccc2C(=O)C2CCCC2)n1. RXN SMILES: [CH2:43]([Cl:44])[Cl:45].[F:1][C:2]([c:3]1[cH:4][c:5]([CH2:6][N:7]([c:8]2[n:9][n:10][n:11]([CH3:13])[n:12]2)[CH2:14][c:15]2[c:16]([CH:25]([OH:26])[CH:27]3[CH2:28][CH2:29][CH2:30][CH2:31]3)[cH:17][cH:18][c:19]([C:21]([F:22])([F:23])[F:24])[cH:20]2)[cH:32][c:33]([C:35]([F:36])([F:37])[F:38])[cH:34]1)([F:39])[F:40].[Na+:42].[OH-:41]>>[F:1][C:2]([c:3]1[cH:4][c:5]([CH2:6][N:7]([c:8]2[n:9][n:10][n:11]([CH3:13])[n:12]2)[CH2:14][c:15]2[c:16]([C:25](=[O:26])[CH:27]3[CH2:28][CH2:29][CH2:30][CH2:31]3)[cH:17][cH:18][c:19]([C:21]([F:22])([F:23])[F:24])[cH:20]2)[cH:32][c:33]([C:35]([F:36])([F:37])[F:38])[cH:34]1)([F:39])[F:40]. Starting materials: C(C)OC(C1=C(N=C(C=C1)N)N)=O (2,6-diamino-nicotinic acid ethyl ester), IN1C(CCC1=O)=O (N-iodosuccinimide), O.O.O.O.O.S(=S)(=O)([O-])[O-].[Na+].[Na+] (sodium thiosulfate pentahydrate). Run in CN(C=O)C (N,N-dimethylformamide). Conditions: time 1 hour. The product is C(C)OC(C1=C(N=C(C(=C1)I)N)N)=O (2,6-Diamino-5-iodo-nicotinic acid ethyl ester). Yield: 35.5%. RXN SMILES: [CH2:1]([O:3][C:4](=[O:13])[C:5]1[CH:10]=[CH:9][C:8]([NH2:11])=[N:7][C:6]=1[NH2:12])[CH3:2].[I:14]N1C(=O)CCC1=O.O.O.O.O.O.S([O-])([O-])(=O)=S.[Na+].[Na+]>CN(C)C=O>[CH2:1]([O:3][C:4](=[O:13])[C:5]1[CH:10]=[C:9]([I:14])[C:8]([NH2:11])=[N:7][C:6]=1[NH2:12])[CH3:2] |f:2.3.4.5.6.7.8.9|. Reported procedure: To a solution of 2,6-diamino-nicotinic acid ethyl ester described in Preparation Example A-14 (1.4 g, 7.7 mmol) in N,N-dimethylformamide (15 mL) was added N-iodosuccinimide (2.09 g, 9.3 mmol), and the solution was stirred for 1 hour at room temperature. The reaction mixture was poured into an aqueous solution of saturated sodium thiosulfate pentahydrate, and the solution was extracted with ethyl acetate. The organic layer was washed with brine, dried over anhydrous magnesium sulfate, and then ev... Reactants: Cc1ccc(Cc2cnc(NCCCCc3ncc(Br)cc3C)[nH]c2=O)cn1, O=S(=O)(O)CCS(=O)(=O)O, CO. Product: Cc1ccc(Cc2cnc(NCCCCc3ncc(Br)cc3C)[nH]c2=O)cn1, CCS(=O)(=O)[O-]. Reaction SMILES: [Br:11][c:12]1[cH:13][c:14]([CH3:38])[c:15]([CH2:18][CH2:19][CH2:20][CH2:21][NH:22][c:23]2[n:24][cH:25][c:26]([CH2:30][c:31]3[cH:32][n:33][c:34]([CH3:37])[cH:35][cH:36]3)[c:27](=[O:29])[nH:28]2)[n:16][cH:17]1.[CH2:1]([CH2:2][S:3](=[O:4])(=[O:5])[OH:6])[S:7]([OH:8])(=[O:9])=[O:10].[CH3:39][OH:40]>>[Br:11][c:12]1[cH:13][c:14]([CH3:38])[c:15]([CH2:18][CH2:19][CH2:20][CH2:21][NH:22][c:23]2[n:24][cH:25][c:26]([CH2:30][c:31]3[cH:32][n:33][c:34]([CH3:37])[cH:35][cH:36]3)[c:27](=[O:29])[nH:28]2)[n:16][cH:17]1.[CH3:1][CH2:2][S:3](=[O:4])(=[O:5])[O-:6]. Reactants: NC1=CC(NN1C)=O (5-Amino-1-methyl-1,2-dihydropyrazol-3-one), BrC=1C=C(C=O)C=CC1F (3-bromo-4-fluorobenzaldehyde), CC1(OCC(CC1=O)=O)C (2,2-dimethyl-2H-pyran-3,5(4H,6H)-dione). Product: BrC=1C=C(C=CC1F)C1C2=C(NC3=C1C(NN3C)=O)COC(C2=O)(C)C (4-(3-bromo-4-fluorophenyl)-1,6,6-trimethyl-1,2,4,9-tetrahydropyrano[3,4-b]pyrazolo[4,3-e]pyridine-3,5(6H,8H)-dione). As a reaction SMILES: [NH2:1][C:2]1[N:6]([CH3:7])[NH:5][C:4](=[O:8])[CH:3]=1.[Br:9][C:10]1[CH:11]=[C:12]([CH:15]=[CH:16][C:17]=1[F:18])[CH:13]=O.[CH3:19][C:20]1([CH3:28])[C:25](=[O:26])[CH2:24][C:23](=O)[CH2:22][O:21]1>>[Br:9][C:10]1[CH:11]=[C:12]([CH:13]2[C:3]3[C:4](=[O:8])[NH:5][N:6]([CH3:7])[C:2]=3[NH:1][C:23]3[CH2:22][O:21][C:20]([CH3:28])([CH3:19])[C:25](=[O:26])[C:24]2=3)[CH:15]=[CH:16][C:17]=1[F:18]. Procedure: 5-Amino-1-methyl-1,2-dihydropyrazol-3-one (339 mg, 3.0 mmol), 3-bromo-4-fluorobenzaldehyde (627 mg, 3.0 mmol), and the product from Example 43C (426 mg, 3.0 mmol) were processed as described in Example 22 to provide the title compound. The reactants are Cl, [N-]=[N+]=NCC1Cc2cc(Cl)cc(-c3ccsc3)c2O1. Yields the product NCC1Cc2cc(Cl)cc(-c3ccsc3)c2O1. As a reaction SMILES: [ClH:20].[N:1](=[N+:2]=[N-:3])[CH2:4][CH:5]1[O:6][c:7]2[c:8]([cH:10][c:11]([Cl:19])[cH:12][c:13]2-[c:14]2[cH:15][s:16][cH:17][cH:18]2)[CH2:9]1>>[NH2:1][CH2:4][CH:5]1[O:6][c:7]2[c:8]([cH:10][c:11]([Cl:19])[cH:12][c:13]2-[c:14]2[cH:15][s:16][cH:17][cH:18]2)[CH2:9]1. The product is FC=1C=C(C=CC1)C1CC2=CC=C(C=C2C1)O (2-(3-Fluorophenyl)indan-5-ol). Reaction SMILES: [C:1]1([CH:7]2[CH2:15][C:14]3[C:9](=[CH:10][CH:11]=[C:12]([OH:16])[CH:13]=3)[CH2:8]2)[CH:6]=[CH:5][CH:4]=[CH:3][CH:2]=1.[F:17]C1C=C(CC(O)=O)C=CC=1>>[F:17][C:3]1[CH:2]=[C:1]([CH:7]2[CH2:15][C:14]3[C:9](=[CH:10][CH:11]=[C:12]([OH:16])[CH:13]=3)[CH2:8]2)[CH:6]=[CH:5][CH:4]=1. Starting materials: C1(=CC=CC=C1)C1CC2=CC=C(C=C2C1)O (2-phenylindan-5-ol), FC=1C=C(C=CC1)CC(=O)O (3-fluorophenylacetic acid). Procedure: 2-(3-Fluorophenyl)indan-5-ol was prepared as described for 2-phenylindan-5-ol in Example 25(a-e) using 5 g of 3-fluorophenylacetic acid. 1H-NMR (400 MHz, d6-DMSO): 9.09 (s, 1H), 7.37-7.29 (m, 1H), 7.14-7.7.09 (m, 2H), 7.02-6.98 (m, 2H), 6.64 (d, 1H, J 1.7 Hz), 6.55 (dd, 1H, J 2.3, 8.1 Hz), 3.63 (k, 1H, J 8.3 Hz), 3.24-3.12 (m, 2H), 2.94-2.79 (m, 2H). Starting materials: CC(C)(C(CC(C)=O)=O)C (2,2-dimethylhexane-3,5-dione), CN(CCOCCN)C (2-(2-(dimethylamino)ethoxy)ethylamine), S(=O)(=O)([O-])[O-].[Na+].[Na+] (sodium sulfate). The solvent is C(C)OCC (diethyl ether). Reaction conditions: time 3 day. Yields the product CC(C)(C(CC(C)=NCCOCCN(C)C)=O)C (2,2-dimethyl-5-(2-(2-(dimethylamino)ethoxy)ethyl-imino)-3-hexanone). RXN SMILES: [CH3:1][C:2]([CH3:10])([C:4](=[O:9])[CH2:5][C:6](=O)[CH3:7])[CH3:3].[CH3:11][N:12]([CH3:19])[CH2:13][CH2:14][O:15][CH2:16][CH2:17][NH2:18].S([O-])([O-])(=O)=O.[Na+].[Na+]>C(OCC)C>[CH3:1][C:2]([CH3:10])([C:4](=[O:9])[CH2:5][C:6](=[N:18][CH2:17][CH2:16][O:15][CH2:14][CH2:13][N:12]([CH3:19])[CH3:11])[CH3:7])[CH3:3] |f:2.3.4|. Reported procedure: In a 100 mL round bottom flask equipped with a magnetic stirrer, 8 g 2,2-dimethylhexane-3,5-dione was combined with 1.1 equivalents of 2-(2-(dimethylamino)ethoxy)ethylamine, anhydrous sodium sulfate and anhydrous diethyl ether and stirred over three days under nitrogen. The ether was removed on a rotary evaporator and the residue was vacuum distilled through a Vigreux column to yield 9.7 g of product. Reactants: C(=O)(OC(C)(C)C)OC(=O)[O-] (tertiary butyl dicarbonate), COC1=NC=CC=C1CN=[N+]=[N-] ([(2-methoxy-3-pyridyl)methyl]azide), [H][H] (hydrogen). Reagents/catalysts: [C].[Pd] (palladium-carbon). Solvent: C(C)(=O)OCC (ethyl acetate). The product is COC1=NC=CC=C1CNC(OC(C)(C)C)=O (tertiary butyl N-[(2-methoxy-3-pyridyl)methyl]carbamate). The yield is 49.6%. RXN SMILES: [CH3:1][O:2][C:3]1[C:8]([CH2:9][N:10]=[N+]=[N-])=[CH:7][CH:6]=[CH:5][N:4]=1.[C:13](OC([O-])=O)([O:15][C:16]([CH3:19])([CH3:18])[CH3:17])=[O:14].[H][H]>C(OCC)(=O)C.[C].[Pd]>[CH3:1][O:2][C:3]1[C:8]([CH2:9][NH:10][C:13](=[O:14])[O:15][C:16]([CH3:19])([CH3:18])[CH3:17])=[CH:7][CH:6]=[CH:5][N:4]=1 |f:4.5|. Procedure: 9.5 g of [(2-methoxy-3-pyridyl)methyl]azide was dissolved in 100 ml ethyl acetate, and 13 g of tertiary butyl dicarbonate and 3 g of 10% palladium-carbon were added, and the mixture was stirred at room temperature for 3 hours in a hydrogen atmosphere. The reaction mixture was filtered through Celite, and the filtrate was concentrated, and the residue was purified by silica gel column chromatography, and from fractions eluted with hexane-ethyl acetate (5:1→44:1), 6.84 g of tertiary butyl N-[(2-me...